This data is from the Open Reaction Database (ORD), a public repository of structured organic reaction records. The task is: describe an organic reaction: reactants, conditions, products, and yield The reactants are [Si](C)(C)(C)Cl (Me3SiCl), C1=CCC=CC1 (1,4-Cyclohexadiene), CN(C)CCN(C)C (TMEDA), [Li]C(C)CC (s-BuLi). The solvent is TBF. Reaction conditions: temperature -78 celsius, time 1 hour. Product: C1(C=CCC=C1)[Si](C)(C)C (Cyclohexa-2,5-dien-1-yl(trimethyl)silane). Yield: 69.4%. RXN SMILES: [CH:1]1[CH2:6][CH:5]=[CH:4][CH2:3][CH:2]=1.[Li]C(CC)C.CN(CCN(C)C)C.[Si:20](Cl)([CH3:23])([CH3:22])[CH3:21]>>[CH:1]1([Si:20]([CH3:23])([CH3:22])[CH3:21])[CH:6]=[CH:5][CH2:4][CH:3]=[CH:2]1. Procedure details: 1,4-Cyclohexadiene (0.47 mL, 5 mmol, 1 eq.) was dissolved in TBF (8 mL), cooled to −78° C. and s-BuLi (4.5 mL, 1.2 M, 5.5 mmol, 1.1 eq.) was added slowly. The resulting solution was treated with TMEDA (0.77 mL, 5 mmol, 1 eq.) and the reaction was allowed to warm to −45° C. over 2 hours. Me3SiCl (0.7 mL, 5.5 mmol, 1.1 eq.) was added, the reaction mixture was stirred for 1 hour at room temperature and then quenched with H2O and Et2O. The organic layer was separated and washed with H2O (2×30 mL), (... Reactants: CC(=O)O, [O-][Cl+3]([O-])([O-])O, [H][H], COC(=O)CCC(=O)c1ccc2c(c1)CC(N)C2. Product: COC(=O)CCCc1ccc2c(c1)CC(N)C2. As a reaction SMILES: [CH3:26][C:27](=[O:28])[OH:29].[Cl+3:1]([OH:2])([O-:3])([O-:4])[O-:5].[H:24][H:25].[NH2:6][CH:7]1[CH2:8][c:9]2[cH:10][cH:11][c:12]([C:16]([CH2:17][CH2:18][C:19](=[O:20])[O:21][CH3:22])=[O:23])[cH:13][c:14]2[CH2:15]1>>[NH2:6][CH:7]1[CH2:8][c:9]2[cH:10][cH:11][c:12]([CH2:16][CH2:17][CH2:18][C:19](=[O:20])[O:21][CH3:22])[cH:13][c:14]2[CH2:15]1. Starting materials: S(C)(=O)(=O)OCCS(=O)(=O)C (2-methylsulfonylethyl mesylate), C(C)(CC)[Li] (sec-butyllithium), O (water), C(C)(CC)[Li] (sec-butyllithium), S(C)(=O)(=O)OCCS(=O)(=O)C (2-methylsulfonylethyl mesylate), C(C)(CC)[Li] (sec-butyllithium), COC=1C=C(C(=O)N2CC(CC2)(C2=CC=CC=C2)CCN2CCN(CCC2)C2=NC3=C(N2)C=CC=C3)C=C(C1OC)OC (1-(3,4,5-trimethoxybenzoyl)-3-(2-(4-(1H-benzimidazol-2-yl)[1,4]diazepan-1-yl)ethyl)-3-phenylpyrrolidine). Solvent: O1CCCC1 (tetrahydrofuran), O1CCCC1 (tetrahydrofuran), CO.ClCCl (methanol dichloromethane). Run at temperature -78 celsius, time 12 hour. The product is N (ammonia), COC=1C=C(C(=O)N2CC(CC2)(C2=CC=CC=C2)CCN2CCN(CCC2)C2=NC3=C(N2CCS(=O)(=O)C)C=CC=C3)C=C(C1OC)OC (1-(3,4,5-Trimethoxybenzoyl)-3-(2-(4-(1-(2-methylsulfonylethyl)-1H-benzimidazol-2-yl)[1,4]diazepan-1-yl)ethyl)-3-phenylpyrrolidine). Yield: 0.5%. RXN SMILES: [CH3:1][O:2][C:3]1[CH:4]=[C:5]([CH:37]=[C:38]([O:42][CH3:43])[C:39]=1[O:40][CH3:41])[C:6]([N:8]1[CH2:12][CH2:11][C:10]([CH2:19][CH2:20][N:21]2[CH2:27][CH2:26][CH2:25][N:24]([C:28]3[NH:32][C:31]4[CH:33]=[CH:34][CH:35]=[CH:36][C:30]=4[N:29]=3)[CH2:23][CH2:22]2)([C:13]2[CH:18]=[CH:17][CH:16]=[CH:15][CH:14]=2)[CH2:9]1)=[O:7].C([Li])(CC)C.S(O[CH2:54][CH2:55][S:56]([CH3:59])(=[O:58])=[O:57])(=O)(=O)C.O>O1CCCC1.CO.ClCCl>[NH3:8].[CH3:43][O:42][C:38]1[CH:37]=[C:5]([CH:4]=[C:3]([O:2][CH3:1])[C:39]=1[O:40][CH3:41])[C:6]([N:8]1[CH2:12][CH2:11][C:10]([CH2:19][CH2:20][N:21]2[CH2:27][CH2:26][CH2:25][N:24]([C:28]3[N:29]([CH2:54][CH2:55][S:56]([CH3:59])(=[O:58])=[O:57])[C:30]4[CH:36]=[CH:35][CH:34]=[CH:33][C:31]=4[N:32]=3)[CH2:23][CH2:22]2)([C:13]2[CH:14]=[CH:15][CH:16]=[CH:17][CH:18]=2)[CH2:9]1)=[O:7] |f:5.6|. Reported procedure: Combine 1-(3,4,5-trimethoxybenzoyl)-3-(2-(4-(1H-benzimidazol-2-yl)[1,4]diazepan-1-yl)ethyl)-3-phenylpyrrolidine (prepared from (−)-3-phenyl-3-(2-hydroxyethyl)pyrrolidine(R,R)-di-p-anisoyltartaric acid salt) (0.05 g, 0.09 mmol) and tetrahydrofuran (5 mL). Cool to −78° C. using a dry-ice/acetone bath. Add dropwise a solution of sec-butyllithium (0.15 mL, 1.3 M, 0.19 mmol). When the addition of sec-butyllithium is complete, add a solution 2-methylsulfonylethyl mesylate (0.02 g, 0.10 mmol) in tetrah... The reactants are CO (MeOH), solution, [Si](C)(C)(C)C=[N+]=[N-].C[Si](C)(C)C (tetramethylsilane (TMS) diazomethane), hexanes, NC1=C(C(=C(C(=O)O)C=C1[N+](=O)[O-])F)F (4-amino-2,3-difluoro-5-nitrobenzoic acid). The solvent is O1CCCC1 (Tetrahydrofuran), O1CCCC1 (THF). Run at time 0.5 hour. The product is COC(C1=C(C(=C(C(=C1)[N+](=O)[O-])N)F)F)=O (4-amino-2,3-difluoro-5-nitrobenzoic acid methyl ester). RXN SMILES: [Si](C=[N+]=[N-])(C)(C)[CH3:2].C[Si](C)(C)C.[NH2:13][C:14]1[C:22]([N+:23]([O-:25])=[O:24])=[CH:21][C:17]([C:18]([OH:20])=[O:19])=[C:16]([F:26])[C:15]=1[F:27].CO>O1CCCC1>[CH3:2][O:19][C:18](=[O:20])[C:17]1[CH:21]=[C:22]([N+:23]([O-:25])=[O:24])[C:14]([NH2:13])=[C:15]([F:27])[C:16]=1[F:26] |f:0.1|. Reported procedure: A 2 M solution of tetramethylsilane (TMS) diazomethane in hexanes (6.88 ml, 13.75 mmol) was added to a suspension of 4-amino-2,3-difluoro-5-nitrobenzoic acid (2.00 g, 9.17 mmol) in 25 ml of 4:1 Tetrahydrofuran (THF):MeOH at 0° C. under nitrogen atmosphere. Upon completion of addition, reaction mixture was warmed to room temperature. After 0.5 hours, excess TMS diazomethane was destroyed by the careful addition of acetic acid. The reaction was then concentrated under reduced pressure and dried in... Reactants: C(#N)C1=CC(=C(C=C1)NC(=O)C1C(C2(C(N1)CC(C)(C)C)C(NC1=CC(=C(C=C12)F)Cl)=O)C1=C(C(=CC=C1)Cl)F)OC (rac-(2′S,3′R,4′S,5′R)-6-chloro-4′-(3-chloro-2-fluoro-phenyl)-2′-(2,2-dimethyl-propyl)-5-fluoro-2-oxo-1,2-dihydro-spiro[indole-3,3′-pyrrolidine]-5′-carboxylic acid (4-cyano-2-methoxy-phenyl)-amide), OO (H2O2), [OH-].[Na+] (NaOH). Solvent: CS(=O)C (DMSO). Run at temperature 10 celsius, time 1 hour. Yields the product C(N)(=O)C1=CC(=C(C=C1)NC(=O)C1C(C2(C(N1)CC(C)(C)C)C(NC1=CC(=C(C=C12)F)Cl)=O)C1=C(C(=CC=C1)Cl)F)OC (rac-(2′S,3′R,4′S,5′R)-6-chloro-4′-(3-chloro-2-fluoro-phenyl)-2′-(2,2-dimethyl-propyl)-5-fluoro-2-oxo-1,2-dihydro-spiro[indole-3,3′-pyrrolidine]-5′-carboxylic acid (4-carbamoyl-2-methoxy-phenyl)-amide). Yield: 70.8%. Reaction SMILES: [C:1]([C:3]1[CH:8]=[CH:7][C:6]([NH:9][C:10]([CH:12]2[NH:16][CH:15]([CH2:17][C:18]([CH3:21])([CH3:20])[CH3:19])[C:14]3([C:29]4[C:24](=[CH:25][C:26]([Cl:31])=[C:27]([F:30])[CH:28]=4)[NH:23][C:22]3=[O:32])[CH:13]2[C:33]2[CH:38]=[CH:37][CH:36]=[C:35]([Cl:39])[C:34]=2[F:40])=[O:11])=[C:5]([O:41][CH3:42])[CH:4]=1)#[N:2].[OH:43]O.[OH-].[Na+]>CS(C)=O>[C:1]([C:3]1[CH:8]=[CH:7][C:6]([NH:9][C:10]([CH:12]2[NH:16][CH:15]([CH2:17][C:18]([CH3:21])([CH3:20])[CH3:19])[C:14]3([C:29]4[C:24](=[CH:25][C:26]([Cl:31])=[C:27]([F:30])[CH:28]=4)[NH:23][C:22]3=[O:32])[CH:13]2[C:33]2[CH:38]=[CH:37][CH:36]=[C:35]([Cl:39])[C:34]=2[F:40])=[O:11])=[C:5]([O:41][CH3:42])[CH:4]=1)(=[O:43])[NH2:2] |f:2.3|. Reported procedure: To the solution of rac-(2′S,3′R,4′S,5′R)-6-chloro-4′-(3-chloro-2-fluoro-phenyl)-2′-(2,2-dimethyl-propyl)-5-fluoro-2-oxo-1,2-dihydro-spiro[indole-3,3′-pyrrolidine]-5′-carboxylic acid (4-cyano-2-methoxy-phenyl)-amide (0.23 g, 0.38 mmol) prepared in Example 112 in DMSO (2 mL) at 0° C. was added an aqueous solution (30% Aldrich) of H2O2 (0.64 g, 5.6 mmol), then aqueous solution (1N) of NaOH (1.9 mL, 1.9 mmol) was added dropwise. The reaction mixture was stirred at 10° C. for 1 h. The mixture was par... Starting materials: FC=1C=C(C#N)C=C(C1N(CC(C)O)CC(C)O)F (3,5-difluoro-4-[bis(2-hydroxypropyl)amino]benzonitrile), [OH-].[Na+] (NaOH), C(C)O (ethanol). Product: FC=1C=C(C(=O)O)C=C(C1N(CC(C)O)CC(C)O)F (3,5-difluoro-4-[bis(2-hydroxypropyl)amino]benzoic acid). Reaction SMILES: [F:1][C:2]1[CH:3]=C([CH:7]=[C:8]([F:19])[C:9]=1[N:10]([CH2:15][CH:16]([OH:18])[CH3:17])[CH2:11][CH:12]([OH:14])[CH3:13])C#N.[OH-:20].[Na+].[CH2:22]([OH:24])[CH3:23]>>[F:1][C:2]1[CH:3]=[C:23]([CH:7]=[C:8]([F:19])[C:9]=1[N:10]([CH2:15][CH:16]([OH:18])[CH3:17])[CH2:11][CH:12]([OH:14])[CH3:13])[C:22]([OH:20])=[O:24] |f:1.2|. Procedure: A solution of the 3,5-difluoro-4-[bis(2-hydroxypropyl)amino]benzonitrile and NaOH (8 g, 0.2 mol) in aqueous ethanol (100 ml, 50%) was refluxed for 2.5 hours. The solution was partitioned between EtOAc (1.2 1) and HCl (500 ml, 0.4 M), the aqueous layer washed with EtOAc (3×240 ml), the combined organic layers dried (MgSO4) and evaporated to dryness. The residue was chromatographed using CH2Cl2-EtOH-ACOH as eluent. Starting materials: [Cl-].[NH4+] (ammonium chloride), C(C)(C)(C)OC(=O)N1C[C@@H]2O[C@@H]2CC1 (Rac-cis-7-Oxa-3-aza-bicyclo[4.1.0]heptane-3-carboxylic acid tert-butyl ester), ClC1=C(C=CC(=C1)F)O (2-Chloro-4-Fluorophenol), [OH-].[Na+] (sodium hydroxide). Solvent: CCCCCCC.C(C)(=O)OCC (heptane ethyl acetate), CCCCCCC.C(C)(=O)OCC (heptane ethyl acetate), O1CCOCC1 (dioxane). Yields the product C(C)(C)(C)OC(=O)N1C[C@H]([C@@H](CC1)OC1=C(C=C(C=C1)F)Cl)O (Trans 4-(2-Chloro-4-fluoro-phenoxy)-3-hydroxy-piperidine-1-carboxylic acid tert-butyl ester), solid. The yield is 45.0%. As a reaction SMILES: [C:1]([O:5][C:6]([N:8]1[CH2:14][CH2:13][C@@H:12]2[C@@H:10]([O:11]2)[CH2:9]1)=[O:7])([CH3:4])([CH3:3])[CH3:2].[Cl:15][C:16]1[CH:21]=[C:20]([F:22])[CH:19]=[CH:18][C:17]=1[OH:23].[OH-].[Na+].[Cl-].[NH4+]>O1CCOCC1.CCCCCCC.C(OCC)(=O)C>[C:1]([O:5][C:6]([N:8]1[CH2:14][CH2:13][C@@H:12]([O:23][C:17]2[CH:18]=[CH:19][C:20]([F:22])=[CH:21][C:16]=2[Cl:15])[C@H:10]([OH:11])[CH2:9]1)=[O:7])([CH3:4])([CH3:2])[CH3:3] |f:2.3,4.5,7.8|. Procedure: Rac-cis-7-Oxa-3-aza-bicyclo[4.1.0]heptane-3-carboxylic acid tert-butyl ester (1 g, 5 mmol) was solvated in dioxane (5 mL), 2-Chloro-4-Fluorophenol was added (1.471 g, 10 mmol) and sodium hydroxide (0.401 g, 10 mmol). After 20 hours refluxing, the mixture was cooled, ammonium chloride was added and the mixture extracted three times with ethyl acetate. The combined organic phases were dried with magnesium sulfate and concentrated under vacuum. After a flash chromatography with heptane/ethyl acetat... Reported procedure: A solution of 23.4 g (0.10 mole) of p-chlorophenacyl bromide in 50 ml. of dimethylformamide is added dropwise under nitrogen to a stirred solution of 16.9 g (0.10 mole) of 5,6-dihydro-4-(1-pyrrolidinyl)-2H-thiopyran [Example 1 (a)] and 100 ml. of dimethylformamide. After 6 hours at ambient temperature the mixture is diluted with water and extracted with chloroform. The chloroform solution is washed with water, dried over magnesium sulfate and concentrated to an oil. The oil is chromatographed on... Reactants: ClC1=CC=C(C(CBr)=O)C=C1 (p-chlorophenacyl bromide), Example 1 ( a ), CN(C=O)C (dimethylformamide), CN(C=O)C (dimethylformamide), N1(CCCC1)C1=CCSCC1 (5,6-dihydro-4-(1-pyrrolidinyl)-2H-thiopyran). The solvent is O (water). Reaction SMILES: [Cl:1][C:2]1[CH:11]=[CH:10][C:5]([C:6](=[O:9])[CH2:7]Br)=[CH:4][CH:3]=1.CN(C)[CH:14]=[O:15].N1(C2[CH2:27][CH2:26][S:25][CH2:24][CH:23]=2)CCCC1>O>[Cl:1][C:2]1[CH:11]=[CH:10][C:5]([C:6](=[O:9])[CH2:7][CH:23]2[C:14](=[O:15])[CH2:27][CH2:26][S:25][CH2:24]2)=[CH:4][CH:3]=1. Product: ClC1=CC=C(C(CC2CSCCC2=O)=O)C=C1 (3-(4-chlorophenacyl)-2,3,5,6-tetrahydrothiopyran-4-one). Reaction SMILES: [Cl:1][C:2]1[CH:7]=[CH:6][C:5]([NH2:8])=[C:4]([NH2:9])[CH:3]=1.[Cl:10][C:11]1[CH:16]=[C:15]([Cl:17])[CH:14]=[CH:13][C:12]=1[CH:18]1[CH2:24][C:23](=O)[O:22][C:20](=[O:21])[CH2:19]1>>[Cl:1][C:2]1[CH:7]=[CH:6][C:5]2[N:8]=[C:23]([CH2:24][CH:18]([C:12]3[CH:13]=[CH:14][C:15]([Cl:17])=[CH:16][C:11]=3[Cl:10])[CH2:19][C:20]([OH:22])=[O:21])[NH:9][C:4]=2[CH:3]=1.[ClH:1] |f:2.3|. Reported procedure: By a procedure similar to that of example 1.4, starting from 4-chloro-1,2-phenylenediamine and 3-(2,4-dichlorophenyl)glutaric anhydride, 4-(5-chloro-2-benzimidazolyl)-3-(2,4-dichlorophenyl)butanoic acid•HCl was obtained as light greyish solid. The product is ClC1=CC2=C(N=C(N2)CC(CC(=O)O)C2=C(C=C(C=C2)Cl)Cl)C=C1.Cl (4-(5-chloro-2-benzimidazolyl)-3-(2,4-dichlorophenyl)butanoic acid•HCl). The reactants are ClC1=CC(=C(C=C1)N)N (4-chloro-1,2-phenylenediamine), ClC1=C(C=CC(=C1)Cl)C1CC(=O)OC(C1)=O (3-(2,4-dichlorophenyl)glutaric anhydride). The reactants are C(C)(C)(C)OC(NC1CCNCC1)=O (piperidin-4-yl-carbamic acid tert-butyl ester), ClCCNC(=O)NC1=CC(=NC2=CC=CC=C12)C (1-(2-chloro-ethyl)-3-(2-methyl-quinolin-4-yl)-urea), C(=O)(O)[O-].[Na+] (NaHCO3), N[C@@H](CC1=CC=C2C=CC=CC2=C1)C(=O)O (Nal). The solvent is C1CCOC1 (THF). Run at temperature 70 celsius, time 6 day. Product: C(C)(C)(C)OC(NC1CCN(CC1)CCNC(=O)NC1=CC(=NC2=CC=CC=C12)C)=O ((1-{2-[3-(2-Methyl-quinolin-4-yl)-ureido]-ethyl}-piperidin-4-yl)-carbamic acid tert-butyl ester). As a reaction SMILES: [C:1]([O:5][C:6](=[O:14])[NH:7][CH:8]1[CH2:13][CH2:12][NH:11][CH2:10][CH2:9]1)([CH3:4])([CH3:3])[CH3:2].Cl[CH2:16][CH2:17][NH:18][C:19]([NH:21][C:22]1[C:31]2[C:26](=[CH:27][CH:28]=[CH:29][CH:30]=2)[N:25]=[C:24]([CH3:32])[CH:23]=1)=[O:20].C([O-])(O)=O.[Na+].N[C@H](C(O)=O)CC1C=C2C(C=CC=C2)=CC=1>C1COCC1>[C:1]([O:5][C:6](=[O:14])[NH:7][CH:8]1[CH2:13][CH2:12][N:11]([CH2:16][CH2:17][NH:18][C:19]([NH:21][C:22]2[C:31]3[C:26](=[CH:27][CH:28]=[CH:29][CH:30]=3)[N:25]=[C:24]([CH3:32])[CH:23]=2)=[O:20])[CH2:10][CH2:9]1)([CH3:4])([CH3:2])[CH3:3] |f:2.3|. Reported procedure: A mixture of piperidin-4-yl-carbamic acid tert-butyl ester (10 mmol), 1-(2-chloro-ethyl)-3-(2-methyl-quinolin-4-yl)-urea (10 mmol), NaHCO3 (20 mmol), Nal (0.5 mmol), and THF (70 mL) is stirred in a sealed vessel at 70° C. for 6 d. The reaction mixture is filtered, evaporated to dryness, and the residue is purified by preparative HPLC to provide the title compound.